Task: describe an organic reaction: reactants, conditions, products, and yield. Dataset: the Open Reaction Database (ORD), a public repository of structured organic reaction records The reactants are COC=1C=C(C=C(C1)C1=CN(C=2N=CN=C(C21)N[C@@H](C)C2=NN1C(C(N2C2=CC=CC=C2)=O)=C(C=C1)C)COCC[Si](C)(C)C)NS(=O)(=O)C ((S)—N-(3-Methoxy-5-(4-((1-(5-methyl-4-oxo-3-phenyl-3,4-dihydropyrrolo[2,1-f][1,2,4]triazin-2-yl)ethyl)amino)-7-((2-(trimethylsilyl)ethoxy)methyl)-7H-pyrrolo[2,3-d]pyrimidin-5-yl)phenyl)methanesulfonamide), FC(C(=O)O)(F)F (trifluoroacetic acid), N (ammonia). The product is COC=1C=C(C=C(C1)C1=CNC=2N=CN=C(C21)N[C@@H](C)C2=NN1C(C(N2C2=CC=CC=C2)=O)=C(C=C1)C)NS(=O)(=O)C ((S)—N-(3-Methoxy-5-(4-((1-(5-methyl-4-oxo-3-phenyl-3,4-dihydropyrrolo[2,1-f][1,2,4]triazin-2-yl)ethyl)amino)-7H-pyrrolo[2,3-d]pyrimidin-5-yl)phenyl)methanesulfonamide). Isolated yield 95.8%. As a reaction SMILES: [CH3:1][O:2][C:3]1[CH:4]=[C:5]([NH:46][S:47]([CH3:50])(=[O:49])=[O:48])[CH:6]=[C:7]([C:9]2[C:17]3[C:16]([NH:18][C@H:19]([C:21]4[N:26]([C:27]5[CH:32]=[CH:31][CH:30]=[CH:29][CH:28]=5)[C:25](=[O:33])[C:24]5=[C:34]([CH3:37])[CH:35]=[CH:36][N:23]5[N:22]=4)[CH3:20])=[N:15][CH:14]=[N:13][C:12]=3[N:11](COCC[Si](C)(C)C)[CH:10]=2)[CH:8]=1.FC(F)(F)C(O)=O.N>>[CH3:1][O:2][C:3]1[CH:4]=[C:5]([NH:46][S:47]([CH3:50])(=[O:49])=[O:48])[CH:6]=[C:7]([C:9]2[C:17]3[C:16]([NH:18][C@H:19]([C:21]4[N:26]([C:27]5[CH:28]=[CH:29][CH:30]=[CH:31][CH:32]=5)[C:25](=[O:33])[C:24]5=[C:34]([CH3:37])[CH:35]=[CH:36][N:23]5[N:22]=4)[CH3:20])=[N:15][CH:14]=[N:13][C:12]=3[NH:11][CH:10]=2)[CH:8]=1. Reported procedure: (S)—N-(3-Methoxy-5-(4-((1-(5-methyl-4-oxo-3-phenyl-3,4-dihydropyrrolo[2,1-f][1,2,4]triazin-2-yl)ethyl)amino)-7-((2-(trimethylsilyl)ethoxy)methyl)-7H-pyrrolo[2,3-d]pyrimidin-5-yl)phenyl)methanesulfonamide (42 mg, 0.05 mmol) was treated with trifluoroacetic acid (840 μl, 10.80 mmol) and a solution of ammonia (7N in methanol, 840 μl, 5.88 mmol) according to the method described in Example 27. The residue was purified using SP1® Purification System (0% to 15% dichloromethane-2-propanol) to obtain 28...